This data is from the Open Reaction Database (ORD), a public repository of structured organic reaction records. The task is: describe an organic reaction: reactants, conditions, products, and yield The reactants are COc1ccc(C(=S)Nc2ccc([N+](=O)[O-])cc2)cc1, CCO, NN, O. Yields the product COc1ccc(C(=NN)Nc2ccc([N+](=O)[O-])cc2)cc1. Reaction SMILES: [CH3:1][O:2][c:3]1[cH:4][cH:5][c:6]([C:7](=[S:8])[NH:9][c:10]2[cH:11][cH:12][c:13]([N+:16](=[O:17])[O-:18])[cH:14][cH:15]2)[cH:19][cH:20]1.[CH3:24][CH2:25][OH:26].[NH2:22][NH2:23].[OH2:21]>>[CH3:1][O:2][c:3]1[cH:4][cH:5][c:6]([C:7]([NH:9][c:10]2[cH:11][cH:12][c:13]([N+:16](=[O:17])[O-:18])[cH:14][cH:15]2)=[N:22][NH2:23])[cH:19][cH:20]1.